This data is from the Open Reaction Database (ORD), a public repository of structured organic reaction records. The task is: describe an organic reaction: reactants, conditions, products, and yield The reactants are [H][H], O=S(=O)(O)C=C(CS(=O)(=O)O)c1ccccc1. The product is O=S(=O)(O)CC(CS(=O)(=O)O)c1ccccc1. RXN SMILES: [H:18][H:19].[c:1]1([C:7](=[CH:8][S:9](=[O:10])(=[O:11])[OH:12])[CH2:13][S:14](=[O:15])(=[O:16])[OH:17])[cH:2][cH:3][cH:4][cH:5][cH:6]1>>[c:1]1([CH:7]([CH2:8][S:9](=[O:10])(=[O:11])[OH:12])[CH2:13][S:14](=[O:15])(=[O:16])[OH:17])[cH:2][cH:3][cH:4][cH:5][cH:6]1. Reactants: COC(C)=O, C1CCOC1, [Li]CCCC, CC(C)[N-]C(C)C, CC(=NS(=O)C(C)(C)C)C1CCOCC1, CCOC(C)=O, CC(C)NC(C)C, CC(C)O[Ti](Cl)(OC(C)C)OC(C)C, [Li+], O. Yields the product COC(=O)CC(C)(NS(=O)C(C)(C)C)C1CCOCC1. RXN SMILES: [C:21]([CH3:22])(=[O:23])[O:24][CH3:25].[CH2:41]1[O:42][CH2:43][CH2:44][CH2:45]1.[CH2:8]([Li:9])[CH2:10][CH2:11][CH3:12].[CH3:14][CH:15]([N-:16][CH:17]([CH3:18])[CH3:19])[CH3:20].[CH3:26][C:27]([CH3:28])([CH3:29])[S:30](=[O:31])[N:32]=[C:33]([CH3:34])[CH:35]1[CH2:36][CH2:37][O:38][CH2:39][CH2:40]1.[CH3:47][CH2:48][O:49][C:50]([CH3:51])=[O:52].[CH:1]([NH:2][CH:3]([CH3:4])[CH3:5])([CH3:6])[CH3:7].[Cl:53][Ti:54]([O:55][CH:56]([CH3:57])[CH3:58])([O:59][CH:60]([CH3:61])[CH3:62])[O:63][CH:64]([CH3:65])[CH3:66].[Li+:13].[OH2:46]>>[C:21]([CH2:22][C:33]([NH:32][S:30]([C:27]([CH3:26])([CH3:28])[CH3:29])=[O:31])([CH3:34])[CH:35]1[CH2:36][CH2:37][O:38][CH2:39][CH2:40]1)(=[O:23])[O:24][CH3:25]. Starting materials: ClC1=CC=CC2=C1C(NS2(=O)=O)(C)C (4-chloro-3,3-dimethyl-2,3-dihydro-1,2-benzoisothiazole 1,1-dioxide), ice water, C(C)OC(CBr)OCC (bromoacetaldehyde diethyl acetal), C([O-])([O-])=O.[K+].[K+] (potassium carbonate). Solvent: CN(C)C=O (DMF). Reaction conditions: temperature 120 celsius, time 5 hour. The product is C(C)OC(CN1S(C2=C(C1(C)C)C(=CC=C2)Cl)(=O)=O)OCC (2-(2,2-Diethoxyeth-1-yl)-4-chloro-3,3-dimethyl-2,3-dihydro-1,2-benzoisothiazole 1,1-dioxide). The yield is 65.3%. RXN SMILES: [Cl:1][C:2]1[C:7]2[C:8]([CH3:14])([CH3:13])[NH:9][S:10](=[O:12])(=[O:11])[C:6]=2[CH:5]=[CH:4][CH:3]=1.[CH2:15]([O:17][CH:18]([O:21][CH2:22][CH3:23])[CH2:19]Br)[CH3:16].C(=O)([O-])[O-].[K+].[K+]>CN(C=O)C>[CH2:15]([O:17][CH:18]([O:21][CH2:22][CH3:23])[CH2:19][N:9]1[C:8]([CH3:14])([CH3:13])[C:7]2[C:2]([Cl:1])=[CH:3][CH:4]=[CH:5][C:6]=2[S:10]1(=[O:12])=[O:11])[CH3:16] |f:2.3.4|. Procedure details: 7.7 g (33 mmol) of 4-chloro-3,3-dimethyl-2,3-dihydro-1,2-benzoisothiazole 1,1-dioxide, 8.25 ml (55 mmol) of bromoacetaldehyde diethyl acetal and 7.0 g of potassium carbonate were taken up in 100 ml of dry DMF and stirred at 120° C. for 5 h. The reaction mixture was poured into ice-water and then extracted with ethyl acetate, and the organic phase was washed with water and dried over sodium sulfate. The solvent was removed under reduced pressure, the crude product was purified by column chromatog... Starting materials: [H-].[Al+3].[Li+].[H-].[H-].[H-] (Lithium aluminium hydride), C1(CC1)C(=O)N1CCNCC1 (1-(cyclopropylcarbonyl)piperazine), O (water), aqueous solution, [OH-].[Na+] (sodium hydroxide), O (water). The solvent is O1CCCC1 (tetrahydrofuran). Yields the product C1(CC1)CN1CCNCC1 (1-(Cyclopropylmethyl)piperazine). The yield is 98.9%. RXN SMILES: [H-].[Al+3].[Li+].[H-].[H-].[H-].[CH:7]1([C:10]([N:12]2[CH2:17][CH2:16][NH:15][CH2:14][CH2:13]2)=O)[CH2:9][CH2:8]1.O.[OH-].[Na+]>O1CCCC1>[CH:7]1([CH2:10][N:12]2[CH2:17][CH2:16][NH:15][CH2:14][CH2:13]2)[CH2:9][CH2:8]1 |f:0.1.2.3.4.5,8.9|. Procedure details: Lithium aluminium hydride (770 mg, 20.3 mmol) was suspended in tetrahydrofuran (150 mL), 1-(cyclopropylcarbonyl)piperazine (1.56 g, 10.1 mmol) was gradually added thereto, and the reaction mixture was heated under reflux for 30 minutes. The reaction mixture was cooled to room temperature, and 0.8 mL of water, 0.8 mL of a 15% aqueous solution of sodium hydroxide and 2.3 mL of water were sequentially gradually added thereto. The precipitated insoluble matter was removed by filtration through Celit... RXN SMILES: CC1(C)C(C)(C)OB([C:9]2[CH2:10][CH2:11][N:12]([C:15]([O:17][C:18]([CH3:21])([CH3:20])[CH3:19])=[O:16])[CH2:13][CH:14]=2)O1.Br[C:24]1[CH:25]=[C:26]2[N:45]([CH3:46])[CH:44]=[CH:43][C:27]2=[N:28][C:29]=1[C@@H:30]([NH:32][C:33](=[O:42])[O:34][CH2:35][C:36]1[CH:41]=[CH:40][CH:39]=[CH:38][CH:37]=1)[CH3:31]>>[CH2:35]([O:34][C:33]([NH:32][C@H:30]([C:29]1[N:28]=[C:27]2[CH:43]=[CH:44][N:45]([CH3:46])[C:26]2=[CH:25][C:24]=1[C:9]1[CH2:10][CH2:11][N:12]([C:15]([O:17][C:18]([CH3:19])([CH3:20])[CH3:21])=[O:16])[CH2:13][CH:14]=1)[CH3:31])=[O:42])[C:36]1[CH:41]=[CH:40][CH:39]=[CH:38][CH:37]=1. Yields the product C(C1=CC=CC=C1)OC(=O)N[C@@H](C)C1=C(C=C2C(=N1)C=CN2C)C=2CCN(CC2)C(=O)OC(C)(C)C (tert-Butyl (S)-4-(5-(1-(((benzyloxy)carbonyl)amino)ethyl)-1-methyl-1H-pyrrolo[3,2-b]pyridin-6-yl)-3,6-dihydropyridine-1(2H)-carboxylate). The reactants are CC1(OB(OC1(C)C)C=1CCN(CC1)C(=O)OC(C)(C)C)C (tert-butyl 4-(4,4,5,5-tetramethyl-1,3,2-dioxaborolan-2-yl)-3,6-dihydropyridine-1(2H)-carboxylate), BrC=1C=C2C(=NC1[C@H](C)NC(OCC1=CC=CC=C1)=O)C=CN2C (benzyl (S)-(1-(6-bromo-1-methyl-1H-pyrrolo[3,2-b]pyridin-5-yl)ethyl)carbamate). Procedure details: The title compound was prepared similar to STEP A in PREPARATION 17 using tert-butyl 4-(4,4,5,5-tetramethyl-1,3,2-dioxaborolan-2-yl)-3,6-dihydropyridine-1(2H)-carboxylate and benzyl (S)-(1-(6-bromo-1-methyl-1H-pyrrolo[3,2-b]pyridin-5-yl)ethyl)carbamate as starting materials. The reactants are ( E )-, O\N=C(\C1=CC=CC=C1)/Cl ((Z)-N-hydroxy-benzenecarboximidoyl chloride), COC(CC(COC)=O)=O (4-methoxy-3-oxo-butyric acid methyl ester). Product: COC(=O)C=1C(=NOC1COC)C1=CC=CC=C1 (5-Methoxymethyl-3-phenyl-isoxazole-4-carboxylic acid methyl ester). RXN SMILES: [OH:1]/[N:2]=[C:3](\Cl)/[C:4]1[CH:9]=[CH:8][CH:7]=[CH:6][CH:5]=1.[CH3:11][O:12][C:13](=[O:20])[CH2:14][C:15](=O)[CH2:16][O:17][CH3:18]>>[CH3:11][O:12][C:13]([C:14]1[C:3]([C:4]2[CH:9]=[CH:8][CH:7]=[CH:6][CH:5]=2)=[N:2][O:1][C:15]=1[CH2:16][O:17][CH3:18])=[O:20]. Procedure details: As described for Example 36c, (E)- and/or (Z)-N-hydroxy-benzenecarboximidoyl chloride (14.04 g, 90 mmol) was converted, using 4-methoxy-3-oxo-butyric acid methyl ester instead of acteylacetone to the crude title compound (18.76 g) which was obtained as an off-white solid and used directly in the next step without further purification. The reactants are N#CC1CC(F)CN1C(=O)CN(C(=O)OCc1ccccc1)C12CCC(C(=O)On3nnc4ccccc43)(CC1)CC2, C1CCN(C2CCNCC2)CC1. Product: N#CC1CC(F)CN1C(=O)CN(C(=O)OCc1ccccc1)C12CCC(C(=O)N3CCC(N4CCCCC4)CC3)(CC1)CC2. Reaction SMILES: [CH2:1]([c:2]1[cH:3][cH:4][cH:5][cH:6][cH:7]1)[O:8][C:9](=[O:10])[N:11]([C:12]12[CH2:13][CH2:14][C:15]([C:20]([O:22][n:21]3[c:23]4[cH:24][cH:25][cH:26][cH:27][c:28]4[n:29][n:30]3)=[O:31])([CH2:16][CH2:17]1)[CH2:18][CH2:19]2)[CH2:32][C:33](=[O:34])[N:35]1[CH:36]([C:41]#[N:42])[CH2:37][CH:38]([F:40])[CH2:39]1.[N:43]1([CH:49]2[CH2:50][CH2:51][NH:52][CH2:53][CH2:54]2)[CH2:44][CH2:45][CH2:46][CH2:47][CH2:48]1>>[CH2:1]([c:2]1[cH:3][cH:4][cH:5][cH:6][cH:7]1)[O:8][C:9](=[O:10])[N:11]([C:12]12[CH2:13][CH2:14][C:15]([C:20](=[O:22])[N:52]3[CH2:51][CH2:50][CH:49]([N:43]4[CH2:44][CH2:45][CH2:46][CH2:47][CH2:48]4)[CH2:54][CH2:53]3)([CH2:16][CH2:17]1)[CH2:18][CH2:19]2)[CH2:32][C:33](=[O:34])[N:35]1[CH:36]([C:41]#[N:42])[CH2:37][CH:38]([F:40])[CH2:39]1. Reactants: Cl (hydrochloric acid), FC(C(C(C(=O)OCC)C1=CC=C(C=C1)CN1C(C2=CC=CC=C2C1)=O)C)(F)F (ethyl 4,4,4-trifluoro-3-methyl-2-{4-[(1-oxo-1,3-dihydro-2H-isoindol-2-yl)methyl]phenyl}butanoate), CO (methanol), [OH-].[Li+] (lithium hydroxide). The solvent is C1CCOC1 (THF), O (water), O (water). Conditions: time 8 hour. The product is FC(C(C(C(=O)O)C1=CC=C(C=C1)CN1C(C2=CC=CC=C2C1)=O)C)(F)F (4,4,4-Trifluoro-3-methyl-2-{4-[(1-oxo-1,3-dihydro-2H-isoindol-2-yl)methyl]phenyl}butanoic acid). As a reaction SMILES: [F:1][C:2]([F:29])([F:28])[CH:3]([CH3:27])[CH:4]([C:10]1[CH:15]=[CH:14][C:13]([CH2:16][N:17]2[CH2:25][C:24]3[C:19](=[CH:20][CH:21]=[CH:22][CH:23]=3)[C:18]2=[O:26])=[CH:12][CH:11]=1)[C:5]([O:7]CC)=[O:6].CO.[OH-].[Li+].Cl>C1COCC1.O>[F:29][C:2]([F:1])([F:28])[CH:3]([CH3:27])[CH:4]([C:10]1[CH:15]=[CH:14][C:13]([CH2:16][N:17]2[CH2:25][C:24]3[C:19](=[CH:20][CH:21]=[CH:22][CH:23]=3)[C:18]2=[O:26])=[CH:12][CH:11]=1)[C:5]([OH:7])=[O:6] |f:2.3|. Reported procedure: Under argon, 270 mg (0.66 mmol) of ethyl 4,4,4-trifluoro-3-methyl-2-{4-[(1-oxo-1,3-dihydro-2H-isoindol-2-yl)methyl]phenyl}butanoate were dissolved in 1 ml each of THF, methanol and water, and 69.9 mg (1.66 mmol) of lithium hydroxide were added. The mixture was stirred at RT overnight. The reaction mixture was diluted with water and acidified with 1 N hydrochloric acid, and the resulting precipitate was filtered off with suction. The solid was washed with water until the washings remained neutral... Starting materials: BrC=1C=NC(=NC1)NC[C@H]1N(CCCC1)C(=O)C1=NN(C=C1C1=CC=C(C=C1)F)C (1-{(S)-2-[(5-Bromo-pyrimidin-2-ylamino)-methyl]-piperidin-1-yl}-1-[4-(4-fluoro-phenyl)-1-methyl-1H-pyrazol-3-yl]-methanone), [Cu]C#N (copper(I)cyanide). Solvent: O (water), CN1C(CCC1)=O (N-methylpyrrolidinone). Yields the product FC1=CC=C(C=C1)C=1C(=NN(C1)C)C(=O)N1[C@@H](CCCC1)CNC1=NC=C(C=N1)C#N (2-[((S)-1-{1-[4-(4-Fluoro-phenyl)-1-methyl-1H-pyrazol-3-yl]-methanoyl}-piperidin-2-ylmethyl)-amino]-pyrimidine-5-carbonitrile). Yield: 6.1%. As a reaction SMILES: Br[C:2]1[CH:3]=[N:4][C:5]([NH:8][CH2:9][C@@H:10]2[CH2:15][CH2:14][CH2:13][CH2:12][N:11]2[C:16]([C:18]2[C:22]([C:23]3[CH:28]=[CH:27][C:26]([F:29])=[CH:25][CH:24]=3)=[CH:21][N:20]([CH3:30])[N:19]=2)=[O:17])=[N:6][CH:7]=1.[Cu][C:32]#[N:33]>CN1CCCC1=O.O>[F:29][C:26]1[CH:27]=[CH:28][C:23]([C:22]2[C:18]([C:16]([N:11]3[CH2:12][CH2:13][CH2:14][CH2:15][C@H:10]3[CH2:9][NH:8][C:5]3[N:4]=[CH:3][C:2]([C:32]#[N:33])=[CH:7][N:6]=3)=[O:17])=[N:19][N:20]([CH3:30])[CH:21]=2)=[CH:24][CH:25]=1. Procedure details: 1-{(S)-2-[(5-Bromo-pyrimidin-2-ylamino)-methyl]-piperidin-1-yl}-1-[4-(4-fluoro-phenyl)-1-methyl-1H-pyrazol-3-yl]-methanone (0.35 g) in N-methylpyrrolidinone (10 ml) containing copper(I)cyanide (0.13 g) was heated to reflux for 5 h. The reaction mixture was diluted with water, filtered (Kieselguhr) and the filtrate extracted with ethyl acetate. The ethyl acetate phase was washed with water and brine, dried (MgSO4), filtered and solvent removed at reduced pressure. The residue was column chromatog... Reactants: CC(C)(C)OC(=O)/N=N/C(=O)OC(C)(C)C (di-tert-butylazodicarboxylate), OCCCC1=CC=C(C=C1)[C@H]1C[C@@]2(COC(N2)=O)CC1 ((5R,7R)-7-(4-(3-hydroxypropyl)phenyl)-3-oxa-1-azaspiro[4.4]nonan-2-one), C1(=CC=CC=C1)P(C1=CC=CC=C1)C1=CC=CC=C1 (triphenylphosphine), COC=1C=C(C=CC1)O (3-methoxyphenol). Solvent: C1CCOC1 (THF), C1CCOC1 (THF). Product: COC=1C=C(OCCCC2=CC=C(C=C2)[C@H]2C[C@@]3(COC(N3)=O)CC2)C=CC1 ((5R,7R)-7-(4-(3-(3-methoxyphenoxy)propyl)phenyl)-3-oxa-1-azaspiro[4.4]nonan-2-one). The yield is 70.8%. Reaction SMILES: [OH:1][CH2:2][CH2:3][CH2:4][C:5]1[CH:10]=[CH:9][C:8]([C@@H:11]2[CH2:20][CH2:19][C@@:13]3([NH:17][C:16](=[O:18])[O:15][CH2:14]3)[CH2:12]2)=[CH:7][CH:6]=1.C1(P(C2C=CC=CC=2)C2C=CC=CC=2)C=CC=CC=1.[CH3:40][O:41][C:42]1[CH:43]=[C:44](O)[CH:45]=[CH:46][CH:47]=1.CC(OC(/N=N/C(OC(C)(C)C)=O)=O)(C)C>C1COCC1>[CH3:40][O:41][C:42]1[CH:47]=[C:46]([CH:45]=[CH:44][CH:43]=1)[O:1][CH2:2][CH2:3][CH2:4][C:5]1[CH:6]=[CH:7][C:8]([C@@H:11]2[CH2:20][CH2:19][C@@:13]3([NH:17][C:16](=[O:18])[O:15][CH2:14]3)[CH2:12]2)=[CH:9][CH:10]=1. Reported procedure: To a solution of (5R,7R)-7-(4-(3-hydroxypropyl)phenyl)-3-oxa-1-azaspiro[4.4]nonan-2-one (5.2 g, 18.89 mmol) in THF (150 mL) was added PS-triphenylphosphine 3 mmol/g (7.43 g, 28.3 mmol) followed by 3-methoxyphenol (2.457 mL, 22.66 mmol). After about 10 minutes a solution of di-tert-butylazodicarboxylate (5.22 g, 22.66 mmol) in THF (10 mL) was added. After about 4 hours the reaction mixture was filtered, rinsing with DCM and EtOAc. The filtrate was concentrated in vacuo and purified by chromatogra...